This data is from the Open Reaction Database (ORD), a public repository of structured organic reaction records. The task is: describe an organic reaction: reactants, conditions, products, and yield Starting materials: BrCCCOCc1ccccc1, CN, CCO. Yields the product CNCCCOCc1ccccc1. Reaction SMILES: [CH2:1]([c:2]1[cH:3][cH:4][cH:5][cH:6][cH:7]1)[O:8][CH2:9][CH2:10][CH2:11][Br:12].[CH3:13][NH2:14].[CH3:15][CH2:16][OH:17]>>[CH2:1]([c:2]1[cH:3][cH:4][cH:5][cH:6][cH:7]1)[O:8][CH2:9][CH2:10][CH2:11][NH:14][CH3:13]. The reactants are CN(/C=C/C(=O)C1=NN(C=CC1=O)C1=CC=CC=C1)C (3-((E)-3-Dimethylamino-acryloyl)-1-phenyl-1H-pyridazin-4-one), FC1=C(C=C(C=C1)F)NN (2,5-difluorophenylhydrazine). Yields the product FC1=C(C=C(C=C1)F)N1N=CC=C1C1=NN(C=CC1=O)C1=CC=CC=C1 (3-[2-(2,5-Difluoro-phenyl)-2H-pyrazol-3-yl]-1-phenyl-1H-pyridazin-4-one). Isolated yield 24.0%. RXN SMILES: C[N:2](C)/[CH:3]=[CH:4]/[C:5]([C:7]1[C:12](=[O:13])[CH:11]=[CH:10][N:9]([C:14]2[CH:19]=[CH:18][CH:17]=[CH:16][CH:15]=2)[N:8]=1)=O.[F:21][C:22]1[CH:27]=[CH:26][C:25]([F:28])=[CH:24][C:23]=1[NH:29]N>>[F:21][C:22]1[CH:27]=[CH:26][C:25]([F:28])=[CH:24][C:23]=1[N:29]1[C:5]([C:7]2[C:12](=[O:13])[CH:11]=[CH:10][N:9]([C:14]3[CH:19]=[CH:18][CH:17]=[CH:16][CH:15]=3)[N:8]=2)=[CH:4][CH:3]=[N:2]1. Reported procedure: The product was obtained starting from 3-((E)-3-Dimethylamino-acryloyl)-1-phenyl-1H-pyridazin-4-one (A-1) and 2,5-difluorophenylhydrazine according to the method described for Example 1 in 24% yield. MS: M=351.1 (M+H)+ Starting materials: C(#N)[BH3-].[Na+] (sodium cyanoborohydride), Cl (hydrogen chloride), aqueous solution, [OH-].[Na+] (sodium hydroxide), ClC=1C=CC(=C(C1)C(C=O)C1=C(C=CC=C1)Cl)[N+](=O)[O-] (α-(5-chloro-2-nitrophenyl)-2-chlorophenylacetaldehyde), Cl.COC(CN)=O (glycine methyl ester hydrochloride), C(C)(=O)[O-].[Na+] (sodium acetate). Run in CO (methanol). Run at time 30 minute. The product is COC(CNCC(C1=C(C=CC(=C1)Cl)[N+](=O)[O-])C1=C(C=CC=C1)Cl)=O (N-[2-(2-Chlorophenyl)-2-(2-nitro-5-chlorophenyl)ethyl]glycine methyl ester). Isolated yield 53.0%. As a reaction SMILES: [Cl:1][C:2]1[CH:3]=[CH:4][C:5]([N+:18]([O-:20])=[O:19])=[C:6]([CH:8]([C:11]2[CH:16]=[CH:15][CH:14]=[CH:13][C:12]=2[Cl:17])[CH:9]=O)[CH:7]=1.Cl.[CH3:22][O:23][C:24](=[O:27])[CH2:25][NH2:26].C([O-])(=O)C.[Na+].C([BH3-])#N.[Na+].Cl.[OH-].[Na+]>CO>[CH3:22][O:23][C:24](=[O:27])[CH2:25][NH:26][CH2:9][CH:8]([C:11]1[CH:16]=[CH:15][CH:14]=[CH:13][C:12]=1[Cl:17])[C:6]1[CH:7]=[C:2]([Cl:1])[CH:3]=[CH:4][C:5]=1[N+:18]([O-:20])=[O:19] |f:1.2,3.4,5.6,8.9|. Procedure details: To a solution of α-(5-chloro-2-nitrophenyl)-2-chlorophenylacetaldehyde (1.68 g) in methanol(15 ml) were added glycine methyl ester hydrochloride (0.69 g) and sodium acetate (0.45 g). The mixture was stirred for 30 minutes at room temperature, to which was added sodium cyanoborohydride (0.35 g). To this mixture was added hydrogen chloride for 5 minutes. This mixture solution was stirred for 3 hours at 50° C., to which was added a 1N aqueous solution of sodium hydroxide (50 ml), followed by extrac... The yield is 81.0%. Reaction conditions: time 1 hour. The reactants are C(C)(C)(C)OC(=O)N1[C@@H](CCC1)COC=1C=C(C=CC1)CC(=O)OC (methyl (S)-3-(1-tert-butoxycarbonyl-2-pyrrolidinyl)methoxyphenylacetate), CCOCC (Et2O), C(=O)(O)[O-].[Na+] (NaHCO3), C(=O)(OCC1C2=CC=CC=C2C2=CC=CC=C12)Cl (Fmoc-Cl). The product is C(=O)(OCC1C2=CC=CC=C2C2=CC=CC=C12)N1[C@@H](CCC1)COC=1C=C(C=CC1)CC(=O)O ((S)-3-(1-Fmoc-2-pyrrolidinyl)methoxyphenylacetic acid). Procedure: A mixture of the above (S)-3-(1-tert-butoxycarbonyl-2-pyrrolidinyl)methoxyphenyl acetic acid in CH2Cl2 (10 mL) and TFA (10 mL) was stirred for 1 hr at room temp. Et2O was added to the mixture and allowed to stand. Upper layer was removed by decantation to give an oil. A mixture of this oil in water (100 mL), dioxane (30 mL) and NaHCO3 (6.0 g) was added Fmoc-Cl (2.86 g, 11.1 mmol) and the mixture was stirred for 20 hr at room temp. The mixture was extracted with Et2O (×2), and the aqueous layer w... Reaction SMILES: [C:1]([O:5][C:6]([N:8]1[CH2:12][CH2:11][CH2:10][C@H:9]1[CH2:13][O:14][C:15]1[CH:16]=[C:17]([CH2:21][C:22]([O:24]C)=[O:23])[CH:18]=[CH:19][CH:20]=1)=[O:7])([CH3:4])(C)C.CCOCC.C([O-])(O)=O.[Na+].C(Cl)(OCC1[C:52]2[C:47](=[CH:48][CH:49]=[CH:50][CH:51]=2)[C:46]2[C:41]1=[CH:42][CH:43]=[CH:44][CH:45]=2)=O>C(Cl)Cl.C(O)(C(F)(F)F)=O.O.O1CCOCC1>[C:6]([N:8]1[CH2:12][CH2:11][CH2:10][C@H:9]1[CH2:13][O:14][C:15]1[CH:16]=[C:17]([CH2:21][C:22]([OH:24])=[O:23])[CH:18]=[CH:19][CH:20]=1)([O:5][CH2:1][CH:4]1[C:45]2[C:46](=[CH:41][CH:42]=[CH:43][CH:44]=2)[C:47]2[C:52]1=[CH:51][CH:50]=[CH:49][CH:48]=2)=[O:7] |f:2.3|. The solvent is C(Cl)Cl (CH2Cl2), C(=O)(C(F)(F)F)O (TFA), O (water), O1CCOCC1 (dioxane). Starting materials: ClC1=CC=C(C(=S)N)C=C1 (4-chlorothiobenzamide), ClCC(=O)CCl (1,3-dichloroacetone). Solvent: CCO.C1CCOC1 (EtOH THF). Reaction conditions: temperature 85 celsius. Yields the product ClCC=1N=C(SC1)C1=CC=C(C=C1)Cl (4-(chloromethyl)-2-(4-chlorophenyl)thiazole). Yield: 77.7%. As a reaction SMILES: [Cl:1][C:2]1[CH:10]=[CH:9][C:5]([C:6]([NH2:8])=[S:7])=[CH:4][CH:3]=1.[Cl:11][CH2:12][C:13]([CH2:15]Cl)=O>CCO.C1COCC1>[Cl:11][CH2:12][C:13]1[N:8]=[C:6]([C:5]2[CH:9]=[CH:10][C:2]([Cl:1])=[CH:3][CH:4]=2)[S:7][CH:15]=1 |f:2.3|. Procedure: A mixture of 4-chlorothiobenzamide (0.5 g, 2.9 mmol) and 1,3-dichloroacetone (0.4 g, 3.18 mmol) in EtOH-THF (20 mL-10 mL) was heated to 85° C. for 10 h. The reaction mixture was cooled to room temperature and quenched with 10% NaHCO3 solution. The organic product was extracted with EtOAc and the organic layer was washed with H2O and brine, and dried over anhydrous sodium sulfate. The solvent was removed under reduced pressure and the crude product was purified by column chromatography (silica ge...